Dataset: the Open Reaction Database (ORD), a public repository of structured organic reaction records. Task: describe an organic reaction: reactants, conditions, products, and yield Procedure: A solution of 10.7 grams (0.061 mole) of 6-methoxy-5-methylindan-1-one (ii), 29.7 grams (0.182 mole) of diethyl cyanophosphonate, and 6.1 grams (0.182 mole) of lithium cyanide in 250 mL of anhydrous THF was stirred at ambient temperature for five hours. GC analysis of the reaction mixture indicated that the reaction was not complete. The reaction mixture was warmed to 45° C., where it was stirred for about 16 hours. After this time, an aliquot of the reaction mixture was placed water and the mix... Solvent: O (water), C1CCOC1 (THF). Product: COC=1C=C2C(=CCC2=CC1C)C#N (5-Methoxy-6-methylinden-3-carbonitrile). Yield: 24.8%. Reaction conditions: temperature 45 celsius, time 16 hour. Reactants: B(F)(F)F.CCOCC (boron trifluoride diethyl etherate), COC1=C(C=C2CCC(C2=C1)=O)C (6-methoxy-5-methylindan-1-one), C(#N)P(OCC)(OCC)=O (diethyl cyanophosphonate), [C-]#N.[Li+] (lithium cyanide), C(#N)P(OCC)(OCC)=O (diethyl cyanophosphonate), [C-]#N.[Li+] (lithium cyanide), aqueous solution, [Cl-].[Na+] (sodium chloride). As a reaction SMILES: [CH3:1][O:2][C:3]1[CH:11]=[C:10]2[C:6]([CH2:7][CH2:8][C:9]2=O)=[CH:5][C:4]=1[CH3:13].[C:14](P(=O)(OCC)OCC)#[N:15].[C-]#N.[Li+].[Cl-].[Na+].B(F)(F)F.CCOCC>C1COCC1.O>[CH3:1][O:2][C:3]1[CH:11]=[C:10]2[C:6](=[CH:5][C:4]=1[CH3:13])[CH2:7][CH:8]=[C:9]2[C:14]#[N:15] |f:2.3,4.5,6.7|.